Dataset: the Open Reaction Database (ORD), a public repository of structured organic reaction records. Task: describe an organic reaction: reactants, conditions, products, and yield Starting materials: ClC=1N=CC(=NC1)C(=O)NC=1C=CC2=C(C1)[C@@]1([C@H](S(C(C(=N1)NC(OC(C)(C)C)=O)(C)C)(=O)=O)CCO2)C (tert-butyl N-[(4aR,11bR)-10-[(5-chloropyrazine-2-carbonyl)amino]-3,3,11b-trimethyl-4,4-dioxo-5,6-dihydro-4aH-[1]benzoxepino[4,5-b][1,4]thiazin-2-yl]carbamate), C1CCOC1 (THF), [Cl-].[NH4+] (ammonium chloride), C1CC1 (cyclopropane), C1CCOC1 (THF), [H-].[Na+] (sodium hydride). Conditions: time 30 minute. Product: C1(CC1)COC=1N=CC(=NC1)C(=O)NC=1C=CC2=C(C1)[C@@]1([C@H](S(C(C(=N1)NC(OC(C)(C)C)=O)(C)C)(=O)=O)CCO2)C (tert-butyl N-[(4aR,11bR)-10-[[5-(cyclopropylmethoxy)pyrazine-2-carbonyl]amino]-3,3,11b-trimethyl-4,4-dioxo-5,6-dihydro-4aH-[1]benzoxepino[4,5-b][1,4]thiazin-2-yl]carbamate). Isolated yield 83.0%. Reaction SMILES: C1CC1.[H-].[Na+].Cl[C:7]1[N:8]=[CH:9][C:10]([C:13]([NH:15][C:16]2[CH:17]=[CH:18][C:19]3[O:42][CH2:41][CH2:40][C@H:23]4[S:24](=[O:39])(=[O:38])[C:25]([CH3:37])([CH3:36])[C:26]([NH:28][C:29](=[O:35])[O:30][C:31]([CH3:34])([CH3:33])[CH3:32])=[N:27][C@:22]4([CH3:43])[C:20]=3[CH:21]=2)=[O:14])=[N:11][CH:12]=1.[Cl-].[NH4+].[CH2:46]1[CH2:50][O:49][CH2:48][CH2:47]1>>[CH:46]1([CH2:50][O:49][C:7]2[N:8]=[CH:9][C:10]([C:13]([NH:15][C:16]3[CH:17]=[CH:18][C:19]4[O:42][CH2:41][CH2:40][C@H:23]5[S:24](=[O:39])(=[O:38])[C:25]([CH3:37])([CH3:36])[C:26]([NH:28][C:29](=[O:35])[O:30][C:31]([CH3:34])([CH3:33])[CH3:32])=[N:27][C@:22]5([CH3:43])[C:20]=4[CH:21]=3)=[O:14])=[N:11][CH:12]=2)[CH2:47][CH2:48]1 |f:1.2,4.5|. Procedure details: A solution of hydroxymethyl)cyclopropane (0.10 mL, 1.20 mmol) in THF (1.4 mL) was cooled to 0° C. and treated with sodium hydride (60% wt; 36.1 mg, 0.90 mmol). The reaction was stirred for 30 minutes and then a solution of tert-butyl N-[(4aR,11bR)-10-[(5-chloropyrazine-2-carbonyl)amino]-3,3,11b-trimethyl-4,4-dioxo-5,6-dihydro-4aH-[1]benzoxepino[4,5-b][1,4]thiazin-2-yl]carbamate (113 mg, 0.20 mmol) in 1 mL of THF was added. The reaction was stirred at ambient temperature for 1 hour. The reaction ... The reactants are CC(C)CNCC(C)C, Cc1ccccc1, Cl, O=C(N1CCc2cccc(O)c2CC1)C(F)(F)F, O=S(=O)(Cl)Cl. Product: O=C(N1CCc2ccc(Cl)c(O)c2CC1)C(F)(F)F. RXN SMILES: [CH2:19]([NH:20][CH2:21][CH:22]([CH3:23])[CH3:24])[CH:25]([CH3:26])[CH3:27].[CH3:34][c:35]1[cH:36][cH:37][cH:38][cH:39][cH:40]1.[ClH:33].[OH:1][c:2]1[cH:3][cH:4][cH:5][c:6]2[c:12]1[CH2:11][CH2:10][N:9]([C:13]([C:14]([F:15])([F:16])[F:17])=[O:18])[CH2:8][CH2:7]2.[S:28]([Cl:29])(=[O:30])([Cl:31])=[O:32]>>[OH:1][c:2]1[c:3]([Cl:31])[cH:4][cH:5][c:6]2[c:12]1[CH2:11][CH2:10][N:9]([C:13]([C:14]([F:15])([F:16])[F:17])=[O:18])[CH2:8][CH2:7]2.